describe an organic reaction: reactants, conditions, products, and yield From a dataset of the Open Reaction Database (ORD), a public repository of structured organic reaction records. Starting materials: ClC1=C(C=C(C(=C1)CCCCO)C#N)NC1=NN2C(C(=N1)N(CC1=CC=C(C=C1)OC)C1CC1)=NC=C2C#N (2-((2-chloro-5-cyano-4-(4-hydroxybutyl)phenyl)amino)-4-(cyclopropyl(4-methoxybenzyl)amino)imidazo[2,1-f][1,2,4]triazine-7-carbonitrile), CC(=O)OI1(C=2C=CC=CC2C(=O)O1)(OC(=O)C)OC(=O)C (Dess-Martin periodinane). Run in C(Cl)Cl (DCM). Conditions: temperature 0 celsius, time 1.5 hour. Yields the product ClC1=C(C=C(C(=C1)CCCC=O)C#N)NC1=NN2C(C(=N1)N(CC1=CC=C(C=C1)OC)C1CC1)=NC=C2C#N (2-((2-chloro-5-cyano-4-(4-oxobutyl)phenyl)amino)-4-(cyclopropyl(4-methoxybenzyl)amino)imidazo[2,1-f][1,2,4]triazine-7-carbonitrile). Yield: 72.8%. RXN SMILES: [Cl:1][C:2]1[CH:7]=[C:6]([CH2:8][CH2:9][CH2:10][CH2:11][OH:12])[C:5]([C:13]#[N:14])=[CH:4][C:3]=1[NH:15][C:16]1[N:21]=[C:20]([N:22]([CH:32]2[CH2:34][CH2:33]2)[CH2:23][C:24]2[CH:29]=[CH:28][C:27]([O:30][CH3:31])=[CH:26][CH:25]=2)[C:19]2=[N:35][CH:36]=[C:37]([C:38]#[N:39])[N:18]2[N:17]=1.CC(OI1(OC(C)=O)(OC(C)=O)OC(=O)C2C=CC=CC1=2)=O>C(Cl)Cl>[Cl:1][C:2]1[CH:7]=[C:6]([CH2:8][CH2:9][CH2:10][CH:11]=[O:12])[C:5]([C:13]#[N:14])=[CH:4][C:3]=1[NH:15][C:16]1[N:21]=[C:20]([N:22]([CH:32]2[CH2:33][CH2:34]2)[CH2:23][C:24]2[CH:29]=[CH:28][C:27]([O:30][CH3:31])=[CH:26][CH:25]=2)[C:19]2=[N:35][CH:36]=[C:37]([C:38]#[N:39])[N:18]2[N:17]=1. Procedure details: 2-((2-chloro-5-cyano-4-(4-hydroxybutyl)phenyl)amino)-4-(cyclopropyl(4-methoxybenzyl)amino)imidazo[2,1-f][1,2,4]triazine-7-carbonitrile (186 mg, 0.343 mmol) was taken up in DCM (3 mL) and cooled to 0° C. Dess-Martin periodinane (189 mg, 0.445 mmol) was added, and the reaction was stirred at room temperature for 1.5 h. The reaction mixture was quenched with 2M K3PO4 solution and extracted 2× with DCM. The organic layers were combined, dried over Na2SO4, filtered, and concentrated. The material was... The reactants are COC(=O)c1ccc(C)c(-n2ccc3ccc(C#CCN(C)C)cc3c2=O)c1, CCO, [H][H]. Product: COC(=O)c1ccc(C)c(-n2ccc3ccc(CCCN(C)C)cc3c2=O)c1. Reaction SMILES: [CH3:1][N:2]([CH2:3][C:4]#[C:5][c:6]1[cH:7][cH:8][c:9]2[cH:10][cH:11][n:12](-[c:17]3[cH:18][c:19]([C:20](=[O:21])[O:22][CH3:23])[cH:24][cH:25][c:26]3[CH3:27])[c:13](=[O:16])[c:14]2[cH:15]1)[CH3:28].[CH3:31][CH2:32][OH:33].[H:29][H:30]>>[CH3:1][N:2]([CH2:3][CH2:4][CH2:5][c:6]1[cH:7][cH:8][c:9]2[cH:10][cH:11][n:12](-[c:17]3[cH:18][c:19]([C:20](=[O:21])[O:22][CH3:23])[cH:24][cH:25][c:26]3[CH3:27])[c:13](=[O:16])[c:14]2[cH:15]1)[CH3:28]. Starting materials: B(Br)(Br)Br (Boron tribromide), FC=1C=C(CN2C(=NN=C2)S)C=C(C1OC)F (4-(3',5'-difluoro-4'-methoxybenzyl)-1,2,4-triazole-3-thiol), ice ethyl acetate. The solvent is C(Cl)Cl (methylene chloride). Reaction conditions: temperature 25 celsius, time 8 hour. Product: FC=1C=C(CN2C(=NN=C2)S)C=C(C1O)F (4-(3',5'-difluoro-4'-hydroxybenzyl)-1,2,4-triazole-3-thiol). Yield: 23.0%. As a reaction SMILES: B(Br)(Br)Br.[F:5][C:6]1[CH:7]=[C:8]([CH:16]=[C:17]([F:21])[C:18]=1[O:19]C)[CH2:9][N:10]1[CH:14]=[N:13][N:12]=[C:11]1[SH:15]>C(Cl)Cl>[F:5][C:6]1[CH:7]=[C:8]([CH:16]=[C:17]([F:21])[C:18]=1[OH:19])[CH2:9][N:10]1[CH:14]=[N:13][N:12]=[C:11]1[SH:15]. Reported procedure: Boron tribromide (25.6 ml, 0.0408 mole) (40% BBr3 in methylene chloride) was added dropwise over 10 minutes to a suspension of 4-(3',5'-difluoro-4'-methoxybenzyl)-1,2,4-triazole-3-thiol, prepared as in Example 4, (3.3 g) in 50 ml methylene chloride and stirred overnight at 25° C. The reaction mixture was poured into a mixture of ice-ethyl acetate, separated, and extracted two additional times with ethyl acetate. The combined ethyl acetate extracts were washed with brine, dried with sodium sulfat... Product: COC(=O)C1CCN(C(=O)OC)C(c2ccc(C(C)(C)C)cc2)C1. The reactants are COC(=O)C1CCNC(c2ccc(C(C)(C)C)cc2)C1, COC(=O)Cl, CCN(C(C)C)C(C)C, ClCCl, Cl. Reaction SMILES: [C:2]([CH3:3])([CH3:4])([CH3:5])[c:6]1[cH:7][cH:8][c:9]([CH:12]2[NH:13][CH2:14][CH2:15][CH:16]([C:18](=[O:19])[O:20][CH3:21])[CH2:17]2)[cH:10][cH:11]1.[C:31]([O:32][CH3:33])(=[O:34])[Cl:35].[CH:22]([N:23]([CH2:24][CH3:25])[CH:26]([CH3:27])[CH3:28])([CH3:29])[CH3:30].[Cl:36][CH2:37][Cl:38].[ClH:1]>>[C:2]([CH3:3])([CH3:4])([CH3:5])[c:6]1[cH:7][cH:8][c:9]([CH:12]2[N:13]([C:31]([O:32][CH3:33])=[O:34])[CH2:14][CH2:15][CH:16]([C:18](=[O:19])[O:20][CH3:21])[CH2:17]2)[cH:10][cH:11]1.